This data is from the Open Reaction Database (ORD), a public repository of structured organic reaction records. The task is: describe an organic reaction: reactants, conditions, products, and yield Starting materials: O=C([O-])[O-], C1COCCN1, CS(C)=O, N#Cc1ccc(F)c2ccccc12, [K+], [K+], O. The product is N#Cc1ccc(N2CCOCC2)c2ccccc12. RXN SMILES: [C:20](=[O:21])([O-:22])[O-:23].[CH2:14]1[CH2:15][O:16][CH2:17][CH2:18][NH:19]1.[CH3:26][S:27]([CH3:28])=[O:29].[F:1][c:2]1[cH:3][cH:4][c:5]([C:12]#[N:13])[c:6]2[cH:7][cH:8][cH:9][cH:10][c:11]12.[K+:24].[K+:25].[OH2:30]>>[c:2]1([N:19]2[CH2:14][CH2:15][O:16][CH2:17][CH2:18]2)[cH:3][cH:4][c:5]([C:12]#[N:13])[c:6]2[cH:7][cH:8][cH:9][cH:10][c:11]12.